From a dataset of the Open Reaction Database (ORD), a public repository of structured organic reaction records. describe an organic reaction: reactants, conditions, products, and yield Starting materials: Cl (hydrochloric acid), C(C)OC(=O)CCN(CC(C(=O)OC)C1=CC(=C(C(=C1)OC)CC)OC)C (methyl 3-[(2-ethoxycarbonyl-ethyl)-methyl-amino]-2-(4-ethyl-3,5-dimethoxyphenyl)-propionate), [H-].[Na+] (sodium hydride). Solvent: C1(=CC=CC=C1)C (toluene), C1(=CC=CC=C1)C (toluene). The product is C(C)C1=C(C=C(C=C1OC)C1CN(CCC1=O)C)OC (3-(4-ethyl-3,5-dimethoxy-phenyl)-1-methyl-piperidin-4-one). Isolated yield 88.4%. Reaction SMILES: C(OC([CH2:6][CH2:7][N:8]([CH3:27])[CH2:9][CH:10]([C:15]1[CH:20]=[C:19]([O:21][CH3:22])[C:18]([CH2:23][CH3:24])=[C:17]([O:25][CH3:26])[CH:16]=1)[C:11]([O:13]C)=O)=O)C.[H-].[Na+].Cl>C1(C)C=CC=CC=1>[CH2:23]([C:18]1[C:17]([O:25][CH3:26])=[CH:16][C:15]([CH:10]2[C:11](=[O:13])[CH2:6][CH2:7][N:8]([CH3:27])[CH2:9]2)=[CH:20][C:19]=1[O:21][CH3:22])[CH3:24] |f:1.2|. Reported procedure: A solution of 53.51 g (140.3 mmol) of methyl 3-[(2-ethoxycarbonyl-ethyl)-methyl-amino]-2-(4-ethyl-3,5-dimethoxyphenyl)-propionate in 150 ml of toluene was added dropwise at 80° to a suspension of 11.62 g (266.3 mmol) of sodium hydride (55% in mineral oil) in 150 ml of toluene and the mixture was subsequently heated at reflux for 15 hours. The solution was cooled to room temperature and adjusted to pH 1 with 6N hydrochloric acid. The toluene was separated and extracted once with 150 ml of 6N hydr... Product: CC(C)(C)NC(=S)NC(CO)CO. Reaction SMILES: [C:1]([CH3:2])([CH3:3])([CH3:4])[N:5]=[C:6]=[S:7].[CH3:14][CH2:15][OH:16].[NH2:8][CH:9]([CH2:10][OH:11])[CH2:12][OH:13]>>[C:1]([CH3:2])([CH3:3])([CH3:4])[NH:5][C:6](=[S:7])[NH:8][CH:9]([CH2:10][OH:11])[CH2:12][OH:13]. Starting materials: CC(C)(C)N=C=S, CCO, NC(CO)CO. Reactants: C=C(CCCCC)CCCCC, CC(C)(C)[O-], BrC(Br)Br, Cl, [K+], O. The product is CCCCCC1(CCCCC)CC1(Br)Br. As a reaction SMILES: [CH2:1]([CH2:2][CH2:3][CH2:4][CH3:5])[C:6](=[CH2:7])[CH2:8][CH2:9][CH2:10][CH2:11][CH3:12].[CH3:13][C:14]([CH3:15])([O-:16])[CH3:17].[CH:19]([Br:20])([Br:21])[Br:22].[ClH:23].[K+:18].[OH2:24]>>[CH2:1]([CH2:2][CH2:3][CH2:4][CH3:5])[C:6]1([CH2:8][CH2:9][CH2:10][CH2:11][CH3:12])[CH2:7][C:19]1([Br:20])[Br:22]. Starting materials: O=S(=O)(O)Cl, ClCCl, c1ccc(Oc2ccccc2)cc1. The product is O=S(=O)(O)c1ccc(Oc2ccccc2)cc1. As a reaction SMILES: [Cl:14][S:15](=[O:16])(=[O:17])[OH:18].[Cl:19][CH2:20][Cl:21].[O:1]([c:2]1[cH:3][cH:4][cH:5][cH:6][cH:7]1)[c:8]1[cH:9][cH:10][cH:11][cH:12][cH:13]1>>[O:1]([c:2]1[cH:3][cH:4][cH:5][cH:6][cH:7]1)[c:8]1[cH:9][cH:10][c:11]([S:15](=[O:16])(=[O:17])[OH:18])[cH:12][cH:13]1. The reactants are O=C([O-])[O-], CCOCC, COS(=O)(=O)OC, CCC(C)=O, [K+], [K+], O, CCCc1c(O)ccc(C(=O)c2ccccc2O)c1O. Yields the product CCCc1c(OC)ccc(C(=O)c2ccccc2O)c1O. Reaction SMILES: [C:21](=[O:22])([O-:23])[O-:24].[CH2:35]([O:36][CH2:37][CH3:38])[CH3:39].[CH3:27][O:28][S:29]([O:30][CH3:31])(=[O:32])=[O:33].[CH3:40][C:41](=[O:42])[CH2:43][CH3:44].[K+:25].[K+:26].[OH2:34].[OH:1][c:2]1[c:3]([C:12](=[O:13])[c:14]2[c:15]([OH:20])[cH:16][cH:17][cH:18][cH:19]2)[cH:4][cH:5][c:6]([OH:11])[c:7]1[CH2:8][CH2:9][CH3:10]>>[OH:1][c:2]1[c:3]([C:12](=[O:13])[c:14]2[c:15]([OH:20])[cH:16][cH:17][cH:18][cH:19]2)[cH:4][cH:5][c:6]([O:11][CH3:21])[c:7]1[CH2:8][CH2:9][CH3:10]. Reactants: CN=C=O (methylisocyanate), NC1=C(C#N)C(=C(C=C1)OC)OC (2-amino-5,6-dimethoxybenzonitrile), resultant mixture. The solvent is C1=CC=CC=C1 (benzene), C1=CC=CC=C1 (benzene). Product: C(#N)C1=C(C=CC(=C1OC)OC)NC(=O)NC (1-(2-Cyano-3,4-dimethoxyphenyl)3-methylurea). The yield is 35.6%. RXN SMILES: [NH2:1][C:2]1[CH:9]=[CH:8][C:7]([O:10][CH3:11])=[C:6]([O:12][CH3:13])[C:3]=1[C:4]#[N:5].[CH3:14][N:15]=[C:16]=[O:17]>C1C=CC=CC=1>[C:4]([C:3]1[C:6]([O:12][CH3:13])=[C:7]([O:10][CH3:11])[CH:8]=[CH:9][C:2]=1[NH:1][C:16]([NH:15][CH3:14])=[O:17])#[N:5]. Reported procedure: To 2-amino-5,6-dimethoxybenzonitrile (3.4 g, 19.0 mmol) dissolved in 50 ml of benzene, was added 30 mmol of methylisocyanate in benzene. The resultant mixture was refluxed for 0.75 hours and the tan precipitate which formed was collected by filtration. Recrystallization of the crude product from 2-propanol gave 1.59 g (34%) of the analytical urea, mp 236°-237.5°. The reactants are C(C)(=O)O (acetic acid), C1CCC(=S)NCC1 (ω-thiocaprolactam), BrC(C(=O)O)C1=CC=CC=C1 (α-bromophenylacetic acid). Run in CCOCC (ether). The product is [Br-].OC1=C(SC2=[N+]1CCCCC2)C2=CC=CC=C2 (6,7,8,9-Tetrahydro-3-hydroxy-2-phenyl-5H-thiazolo[3,2-a]azepinium bromide). The yield is 86.0%. Reaction SMILES: C(O)(=O)C.[CH2:5]1[CH2:12][CH2:11][NH:10][C:8](=[S:9])[CH2:7][CH2:6]1.[Br:13][CH:14]([C:18]1[CH:23]=[CH:22][CH:21]=[CH:20][CH:19]=1)[C:15](O)=[O:16]>CCOCC>[Br-:13].[OH:16][C:15]1[N+:10]2[CH2:11][CH2:12][CH2:5][CH2:6][CH2:7][C:8]=2[S:9][C:14]=1[C:18]1[CH:23]=[CH:22][CH:21]=[CH:20][CH:19]=1 |f:4.5|. Procedure: An acetic acid (50 ml.) solution of ω-thiocaprolactam (6.5 g., 0.05 mole) and α-bromophenylacetic acid (10.8 g., 0.05 mole) was heated on a steam bath for 1/2 hour. The solution was first cooled and diluted with ether. Upon scratching solid which precipitated was collected. The crude material was recrystallized from acetonitrile. The purified material weighed 14 g. (86% yield) and melted at 172°-175° C.